Dataset: the Open Reaction Database (ORD), a public repository of structured organic reaction records. Task: describe an organic reaction: reactants, conditions, products, and yield Conditions: temperature 160 celsius. RXN SMILES: Cl[C:2]1[C:7]2[N:8]=[C:9]3[N:14]([C:6]=2[C:5]([CH3:16])=[C:4]([CH3:17])[N:3]=1)[C@@H:13]([CH3:15])[CH2:12][O:11][CH2:10]3.[CH3:18][O:19][C:20]1[CH:27]=[CH:26][C:23]([CH2:24][NH2:25])=[CH:22][CH:21]=1.Cl.N1C=CC=CC=1.C(Cl)(Cl)Cl>FC(F)(F)CO>[CH3:18][O:19][C:20]1[CH:27]=[CH:26][C:23]([CH2:24][NH:25][C:2]2[C:7]3[N:8]=[C:9]4[N:14]([C:6]=3[C:5]([CH3:16])=[C:4]([CH3:17])[N:3]=2)[C@@H:13]([CH3:15])[CH2:12][O:11][CH2:10]4)=[CH:22][CH:21]=1 |f:2.3|. Starting materials: ClC1=NC(=C(C2=C1N=C1COC[C@@H](N12)C)C)C ((4S)-9-chloro-4,6,7-trimethyl-3,4-dihydro-1H-pyrido[3′,4′:4,5]imidazo[2,1-c][1,4]oxazine), COC1=CC=C(CN)C=C1 (4-Methoxybenzylamine), Cl.N1=CC=CC=C1 (pyridine hydrochloride), C(Cl)(Cl)Cl (CHCl3). Procedure: A conical microwave vial was charged with a solution of (4S)-9-chloro-4,6,7-trimethyl-3,4-dihydro-1H-pyrido[3′,4′:4,5]imidazo[2,1-c][1,4]oxazine (270 mg, 1.07 mmol) dissolved in 3.5 mL of 2,2,2-trifluoroethanol. 4-Methoxybenzylamine (1.4 mL, 10.7 mmol) and pyridine hydrochloride (620 mg, 5.35 mmol) were added and the vial was sealed. The solution was heated in an Emrys Optimizer microwave (Personal Chemistry) at 160° C. for 120 minutes. The solvent was removed under reduced pressure, and the res... Yields the product COC1=CC=C(CNC2=NC(=C(C3=C2N=C2COC[C@@H](N23)C)C)C)C=C1 ((4S)—N-(4-methoxybenzyl)-4,6,7-trimethyl-3,4-dihydro-1H-pyrido[3′,4′:4,5]imidazo[2,1-c][1,4]oxazin-9-amine). The yield is 92.8%. Run in FC(CO)(F)F (2,2,2-trifluoroethanol).